Dataset: the Open Reaction Database (ORD), a public repository of structured organic reaction records. Task: describe an organic reaction: reactants, conditions, products, and yield Starting materials: CC(C)(C)O, Fc1cc(C(F)(F)F)ccc1C1(Cn2cncn2)CO1, Fc1ccc(-c2nc[nH]n2)cc1, [H-], [Na+]. The product is OC(Cn1cncn1)(Cn1cnc(-c2ccc(F)cc2)n1)c1ccc(C(F)(F)F)cc1F. As a reaction SMILES: [C:35]([OH:36])([CH3:37])([CH3:38])[CH3:39].[F:1][c:2]1[c:3]([C:12]2([CH2:15][n:16]3[n:17][cH:18][n:19][cH:20]3)[O:13][CH2:14]2)[cH:4][cH:5][c:6]([C:8]([F:9])([F:10])[F:11])[cH:7]1.[F:21][c:22]1[cH:23][cH:24][c:25](-[c:28]2[n:29][nH:30][cH:31][n:32]2)[cH:26][cH:27]1.[H-:33].[Na+:34]>>[F:1][c:2]1[c:3]([C:12]([OH:13])([CH2:14][n:30]2[n:29][c:28](-[c:25]3[cH:24][cH:23][c:22]([F:21])[cH:27][cH:26]3)[n:32][cH:31]2)[CH2:15][n:16]2[n:17][cH:18][n:19][cH:20]2)[cH:4][cH:5][c:6]([C:8]([F:9])([F:10])[F:11])[cH:7]1. The reactants are [Br-], C1CCOC1, [Mg+]Cc1ccccc1, [Cl-], [NH4+], OC(CN(Cc1cccc(Br)c1)c1cccc(Oc2ccccc2)c1)C(F)(F)F, c1ccc(P(c2ccccc2)(c2ccccc2)[Pd](P(c2ccccc2)(c2ccccc2)c2ccccc2)(P(c2ccccc2)(c2ccccc2)c2ccccc2)P(c2ccccc2)(c2ccccc2)c2ccccc2)cc1. The product is OC(CN(Cc1cccc(Cc2ccccc2)c1)c1cccc(Oc2ccccc2)c1)C(F)(F)F. As a reaction SMILES: [Br-:35].[CH2:1]1[O:2][CH2:3][CH2:4][CH2:5]1.[CH2:36]([c:37]1[cH:38][cH:39][cH:40][cH:41][cH:42]1)[Mg+:43].[Cl-:44].[NH4+:45].[O:6]([c:7]1[cH:8][cH:9][cH:10][cH:11][cH:12]1)[c:13]1[cH:14][c:15]([N:19]([CH2:20][CH:21]([C:22]([F:23])([F:24])[F:25])[OH:26])[CH2:27][c:28]2[cH:29][c:30]([Br:34])[cH:31][cH:32][cH:33]2)[cH:16][cH:17][cH:18]1.[cH:46]1[cH:47][cH:48][c:49]([P:50]([Pd:51]([P:52]([c:53]2[cH:54][cH:55][cH:56][cH:57][cH:58]2)([c:59]2[cH:60][cH:61][cH:62][cH:63][cH:64]2)[c:65]2[cH:66][cH:67][cH:68][cH:69][cH:70]2)([P:71]([c:72]2[cH:73][cH:74][cH:75][cH:76][cH:77]2)([c:78]2[cH:79][cH:80][cH:81][cH:82][cH:83]2)[c:84]2[cH:85][cH:86][cH:87][cH:88][cH:89]2)[P:90]([c:91]2[cH:92][cH:93][cH:94][cH:95][cH:96]2)([c:97]2[cH:98][cH:99][cH:100][cH:101][cH:102]2)[c:103]2[cH:104][cH:105][cH:106][cH:107][cH:108]2)([c:109]2[cH:110][cH:111][cH:112][cH:113][cH:114]2)[c:115]2[cH:116][cH:117][cH:118][cH:119][cH:120]2)[cH:121][cH:122]1>>[O:6]([c:7]1[cH:8][cH:9][cH:10][cH:11][cH:12]1)[c:13]1[cH:14][c:15]([N:19]([CH2:20][CH:21]([C:22]([F:23])([F:24])[F:25])[OH:26])[CH2:27][c:28]2[cH:29][c:30]([CH2:36][c:37]3[cH:38][cH:39][cH:40][cH:41][cH:42]3)[cH:31][cH:32][cH:33]2)[cH:16][cH:17][cH:18]1. The reactants are Sepharose, N(CCO)(CCO)CCO (triethanolamine), C(C)(=O)O (acetic acid). The product is C(C)(=O)O.N(CCO)(CCO)CCO (triethanolamine acetate). RXN SMILES: [N:1]([CH2:8][CH2:9][OH:10])([CH2:5][CH2:6][OH:7])[CH2:2][CH2:3][OH:4].[C:11]([OH:14])(=[O:13])[CH3:12]>>[C:11]([OH:14])(=[O:13])[CH3:12].[N:1]([CH2:8][CH2:9][OH:10])([CH2:5][CH2:6][OH:7])[CH2:2][CH2:3][OH:4] |f:2.3|. Procedure details: Polydispersed CA was also fractionated by Sepharose Q FF (1 ml matrix, prepacked) using a range of triethanolamine acetate concentrations at pH 7.4 in the absence of any salt such as NaCl. The triethanolamine acetate buffer was prepared using triethanolamine and adjusting the pH to 7.4 using acetic acid. Polydispersed CA (40 mg; 1 ml) (22.7 kDa; pd 1.34) was loaded on to a Q FF column (1 ml matrix; prepacked). The bound CA was eluted by passing 1 ml of each triethanolamine acetate buffer (300, 4... Reactants: Cc1ccccc1, O=C(Cl)C(=O)Cl, O=C(O)CSc1ccccc1. Yields the product O=C(Cl)CSc1ccccc1. Reaction SMILES: [CH3:18][c:19]1[cH:20][cH:21][cH:22][cH:23][cH:24]1.[Cl:12][C:13]([C:14]([Cl:15])=[O:16])=[O:17].[c:1]1([S:7][CH2:8][C:9](=[O:10])[OH:11])[cH:2][cH:3][cH:4][cH:5][cH:6]1>>[c:1]1([S:7][CH2:8][C:9](=[O:11])[Cl:12])[cH:2][cH:3][cH:4][cH:5][cH:6]1. Starting materials: [N-]=[N+]=[N-].[Na+] (sodium azide), C1(=CC=C(C=C1)C#N)C (para-toluonitrile), Cl (hydrochloric acid). Solvent: CN(C)C=O (DMF). Conditions: temperature 135 celsius, time 3 hour. Yields the product CC1=CC=C(C=C1)C1=NN=NN1 (5-(4-methylphenyl)-1,2,3,4-tetraazole). Yield: 52.1%. RXN SMILES: [C:1]1([CH3:9])[CH:6]=[CH:5][C:4]([C:7]#[N:8])=[CH:3][CH:2]=1.[N-:10]=[N+:11]=[N-:12].[Na+].Cl>CN(C=O)C>[CH3:9][C:1]1[CH:6]=[CH:5][C:4]([C:7]2[NH:12][N:11]=[N:10][N:8]=2)=[CH:3][CH:2]=1 |f:1.2|. Reported procedure: A solution of 10.0 grams (0.085 mole) of para-toluonitrile in 160 mL of DMF was stirred and 5.6 grams (0.085 mole) of sodium azide was added. Upon completion of addition, the reaction mixture was warmed to 135° C. where it stirred for three hours. The reaction mixture was then cooled and poured into 200 mL of stirred, cold aqueous 1N hydrochloric acid. Upon completion of addition, the mixture was stirred for five minutes and filtered to collect a white solid. The solid was dried for 16 hours in ... Reactants: [N+](=O)([O-])C=1C=C(CBr)C=CC1 (m-nitrobenzyl bromide), C([O-])([O-])=O.[K+].[K+] (potassium carbonate), C([O-])([O-])=O.[Cs+].[Cs+] (cesium carbonate), CC(=O)C=1C=CC(=CC1O)O (2,4-dihydroxyacetophenone). Solvent: CC(=O)C (acetone), CC(=O)C (acetone), O (water). Product: C(C)(=O)C1=C(C=C(OCC=2C=C(C=CC2)[N+](=O)[O-])C=C1)O (3-[(4-acetyl-3-hydroxyphenoxy)methyl]nitrobenzene). Yield: 55.8%. As a reaction SMILES: C(=O)([O-])[O-].[K+].[K+].C(=O)([O-])[O-].[Cs+].[Cs+].[CH3:13][C:14]([C:16]1[CH:17]=[CH:18][C:19]([OH:23])=[CH:20][C:21]=1[OH:22])=[O:15].[N+:24]([C:27]1[CH:28]=[C:29]([CH:32]=[CH:33][CH:34]=1)[CH2:30]Br)([O-:26])=[O:25]>CC(C)=O.O>[C:14]([C:16]1[CH:17]=[CH:18][C:19]([O:23][CH2:30][C:29]2[CH:28]=[C:27]([N+:24]([O-:26])=[O:25])[CH:34]=[CH:33][CH:32]=2)=[CH:20][C:21]=1[OH:22])(=[O:15])[CH3:13] |f:0.1.2,3.4.5|. Reported procedure: A mixture of potassium carbonate (anhydrous, 31.7 g) and cesium carbonate (catalytic amount) is pulverized with mortar and pestle, then added to a solution of 2,4-dihydroxyacetophenone (35 g) in acetone (250 ml). The mixture is refluxed for 30 minutes. A solution of m-nitrobenzyl bromide (50 g) in acetone (100 ml) is added in one portion and the reaction refluxed for 3 days. After cooling to room temperature, water is added until a precipitate forms. The product is collected on a Buchner funnel,... The product is C(C=C)NCC(OC)OC (N-allyl-N-dimethoxyethyl amine). Reaction SMILES: [CH3:1][O:2][CH:3]([O:6][CH3:7])[CH2:4][NH2:5].[CH2:8](Cl)[CH:9]=[CH2:10]>>[CH2:10]([NH:5][CH2:4][CH:3]([O:6][CH3:7])[O:2][CH3:1])[CH:9]=[CH2:8]. Reported procedure: Aminoacetaldehyde dimethyl acetal was reacted with allyl chloride to give N-allyl-N-dimethoxyethyl amine, which was then acetylated with acetyl chloride to give N-allyl-N-dimethoxyethylacetamide, according to the following reactions: ##STR3## Starting materials: COC(CN)OC (Aminoacetaldehyde dimethyl acetal), C(C=C)Cl (allyl chloride). Reactants: Cl.O=C1C2(C=3C(=NC=CC3)N1)CC1=CC=C(C=C1C2)NC2=CC(=NC=N2)C(=O)O (6-(2′-oxo-1,1′,2′,3-tetrahydrospiro[indene-2,3′-pyrrolo[2,3-b]pyridin]-5-ylamino)pyrimidine-4-carboxylic acid hydrochloride), N1CCC=2C=NC=CC21 (2,3-dihydro-1H-pyrrolo[3,2-c]pyridine), CCN(C(C)C)C(C)C (DIPEA), CN(C)C(=[N+](C)C)ON1C2=C(C=CC=C2)N=N1.[B-](F)(F)(F)F (TBTU). The solvent is CN(C)C=O (DMF), O (water). The product is N1(CCC=2C=NC=CC21)C(=O)C2=CC(=NC=N2)NC=2C=C1CC3(C(NC4=NC=CC=C43)=O)CC1=CC2 (5-(6-(2,3-dihydro-1H-pyrrolo[3,2-c]pyridin-1-carbonyl)pyrimidin-4-ylamino)-1,3-dihydro-spiro[indene-2,3′-pyrrolo[2,3-b]pyridin]-2′(1′H)-one). RXN SMILES: Cl.[O:2]=[C:3]1[NH:11][C:6]2=[N:7][CH:8]=[CH:9][CH:10]=[C:5]2[C:4]21[CH2:19][C:18]1[C:13](=[CH:14][CH:15]=[C:16]([NH:20][C:21]3[N:26]=[CH:25][N:24]=[C:23]([C:27]([OH:29])=O)[CH:22]=3)[CH:17]=1)[CH2:12]2.[NH:30]1[C:38]2[CH:37]=[CH:36][N:35]=[CH:34][C:33]=2[CH2:32][CH2:31]1.CCN(C(C)C)C(C)C.CN(C(ON1N=NC2C=CC=CC1=2)=[N+](C)C)C.[B-](F)(F)(F)F>CN(C=O)C.O>[N:30]1([C:27]([C:23]2[N:24]=[CH:25][N:26]=[C:21]([NH:20][C:16]3[CH:17]=[C:18]4[C:13](=[CH:14][CH:15]=3)[CH2:12][C:4]3([C:5]5[C:6](=[N:7][CH:8]=[CH:9][CH:10]=5)[NH:11][C:3]3=[O:2])[CH2:19]4)[CH:22]=2)=[O:29])[C:38]2[CH:37]=[CH:36][N:35]=[CH:34][C:33]=2[CH2:32][CH2:31]1 |f:0.1,4.5|. Procedure details: 0.15 g (0.37 mmol) 6-(2′-oxo-1,1′,2′,3-tetrahydrospiro[indene-2,3′-pyrrolo[2,3-b]pyridin]-5-ylamino)pyrimidine-4-carboxylic acid hydrochloride, 45 mg (0.38 mmol) 2,3-dihydro-1H-pyrrolo[3,2-c]pyridine, 0.15 mL (0.87 mmol) DIPEA and 0.13 g (0.41 mmol) TBTU in 1.8 mL DMF were stirred overnight at RT. Then the reaction mixture was mixed with water, the precipitate formed was suction filtered and dissolved in DMF/NMP. The purification was carried out by preparative HPLC-MS. The product-containing fra... The reactants are OCCBr, O=C([O-])[O-], ClC1Cc2ccccc2Sc2ccccc21, ClCCl, [K+], [K+]. Yields the product BrCCOC1Cc2ccccc2Sc2ccccc21. Reaction SMILES: [Br:17][CH2:18][CH2:19][OH:20].[C:21](=[O:22])([O-:23])[O-:24].[Cl:1][CH:2]1[CH2:3][c:4]2[c:5]([cH:13][cH:14][cH:15][cH:16]2)[S:6][c:7]2[c:8]1[cH:9][cH:10][cH:11][cH:12]2.[Cl:27][CH2:28][Cl:29].[K+:25].[K+:26]>>[CH:2]1([O:20][CH2:19][CH2:18][Br:17])[CH2:3][c:4]2[c:5]([cH:13][cH:14][cH:15][cH:16]2)[S:6][c:7]2[c:8]1[cH:9][cH:10][cH:11][cH:12]2. The reactants are CCOC(=O)C(C)Br, CCO, Oc1ccc(CNc2ccc(Cl)cc2)cc1, [Na]. Yields the product CCOC(=O)C(C)Oc1ccc(CNc2ccc(Cl)cc2)cc1. RXN SMILES: [Br:18][CH:19]([C:20](=[O:21])[O:22][CH2:23][CH3:24])[CH3:25].[CH3:26][CH2:27][OH:28].[Cl:2][c:3]1[cH:4][cH:5][c:6]([NH:7][CH2:8][c:9]2[cH:10][cH:11][c:12]([OH:15])[cH:13][cH:14]2)[cH:16][cH:17]1.[Na:1]>>[Cl:2][c:3]1[cH:4][cH:5][c:6]([NH:7][CH2:8][c:9]2[cH:10][cH:11][c:12]([O:15][CH:19]([C:20](=[O:21])[O:22][CH2:23][CH3:24])[CH3:25])[cH:13][cH:14]2)[cH:16][cH:17]1.